Dataset: the Open Reaction Database (ORD), a public repository of structured organic reaction records. Task: describe an organic reaction: reactants, conditions, products, and yield Starting materials: CCO, CCCCS(=O)(=O)OF, [Na+], [Na+], [Na+], [Na], O=C([O-])O, O=S([O-])[O-]. Product: CCCCS(=O)OF, [Na]. Reaction SMILES: [CH3:22][CH2:23][OH:24].[F:12][O:13][S:14](=[O:15])(=[O:16])[CH2:17][CH2:18][CH2:19][CH3:20].[Na+:11].[Na+:5].[Na+:6].[Na:21].[O-:7][C:8]([OH:9])=[O:10].[S:1]([O-:2])([O-:3])=[O:4]>>[F:12][O:13][S:14](=[O:15])[CH2:17][CH2:18][CH2:19][CH3:20].[Na:21]. Starting materials: COc1ccc2ccccc2c1OC, Clc1ccccc1Cl, CN(C)C=O, O=P(Cl)(Cl)Cl. The product is COc1cc(C=O)c2ccccc2c1OC. As a reaction SMILES: [CH3:1][O:2][c:3]1[c:4]([O:13][CH3:14])[cH:5][cH:6][c:7]2[cH:8][cH:9][cH:10][cH:11][c:12]12.[Cl:25][c:26]1[cH:27][cH:28][cH:29][cH:30][c:31]1[Cl:32].[O:15]=[CH:16][N:17]([CH3:18])[CH3:19].[P:20]([Cl:21])([Cl:22])([Cl:23])=[O:24]>>[CH3:1][O:2][c:3]1[c:4]([O:13][CH3:14])[cH:5][c:6]([CH:16]=[O:15])[c:7]2[cH:8][cH:9][cH:10][cH:11][c:12]12. Starting materials: ClC=1C=C(C2=C(C(OC(=N2)C2=CC(=NN2C2=NC=CC=C2Cl)OS(=O)(=O)C)=O)C1)Cl (6,8-dichloro-2-[1-(3-chloro-2-pyridinyl)-3-[(methylsulfonyl)oxy]-1H-pyrazol-5-yl]-4H-3,1-benzoxazin-4-one), ClC=1C=C(C2=C(C(OC(=N2)C2=CC(=NN2C2=NC=CC=C2Cl)OS(=O)(=O)C)=O)C1)Cl (6,8-Dichloro-2-[1-(3-chloro-2-pyridinyl)-3-[(methylsulfonyl)oxy]-1H-pyrazol-5-yl]-4H-3,1-benzoxazin-4-one), C(C)(C)N (isopropylamine). Run in C(C)#N (acetonitrile). Reaction conditions: time 8 hour. Yields the product ClC=1C(=NC=CC1)N1N=C(C=C1C(=O)NC1=C(C=C(C=C1C(=O)NC(C)C)Cl)Cl)OS(=O)(=O)C (1-(3-Chloro-2-pyridinyl)-N-[2,4-dichloro-6-[[(1-methylethyl)amino]carbonyl]phenyl]-3-[(methylsulfonyl)oxy]-1H-pyrazole-5-carboxamide). Reaction SMILES: [Cl:1][C:2]1[CH:3]=[C:4]([Cl:30])[C:5]2[N:10]=[C:9]([C:11]3[N:15]([C:16]4[C:21]([Cl:22])=[CH:20][CH:19]=[CH:18][N:17]=4)[N:14]=[C:13]([O:23][S:24]([CH3:27])(=[O:26])=[O:25])[CH:12]=3)[O:8][C:7](=[O:28])[C:6]=2[CH:29]=1.[CH:31]([NH2:34])([CH3:33])[CH3:32]>C(#N)C>[Cl:22][C:21]1[C:16]([N:15]2[C:11]([C:9]([NH:10][C:5]3[C:6]([C:7]([NH:34][CH:31]([CH3:33])[CH3:32])=[O:28])=[CH:29][C:2]([Cl:1])=[CH:3][C:4]=3[Cl:30])=[O:8])=[CH:12][C:13]([O:23][S:24]([CH3:27])(=[O:26])=[O:25])=[N:14]2)=[N:17][CH:18]=[CH:19][CH:20]=1. Procedure details: To a solution of 6,8-dichloro-2-[1-(3-chloro-2-pyridinyl)-3-[(methylsulfonyl)oxy]-1H-pyrazol-5-yl]-4H-3,1-benzoxazin-4-one (i.e. the product of Example 1, step D) (0.05 g, 0.10 mmol) in acetonitrile (3 mL) was added isopropylamine (0.5 mL, 5.87 mmol) dropwise. The resulting solution was stirred at room temperature overnight. The reaction was concentrated to dryness to yield 0.038 g of the title compound, a compound of present invention, as a white solid. The reactants are HX, CC(OCC)=O (EA), C(C)(=O)N1[C@@H](CCC1)C(=O)O ((S)-1-acetylpyrrolidine-2-carboxylic acid), CCN(C(C)C)C(C)C (DIPEA), NH4OAc, CC(OCC)=O (EA), BrCC(=O)C1=CC=C(C=C1)Br (2-bromo-1-(4-bromophenyl)ethanone), C(C)#N (acetonitrile). Reaction conditions: time 4 hour. Product: BrC1=CC=C(C=C1)C1=CN=C(N1)[C@H]1N(CCC1)C(C)=O ((S)-1-(2-(5-(4-Bromophenyl)-1H-imidazol-2-yl)pyrrolidin-1-yl)ethanone). RXN SMILES: Br[CH2:2][C:3]([C:5]1[CH:10]=[CH:9][C:8]([Br:11])=[CH:7][CH:6]=1)=O.[C:12]([N:15]1C[CH2:18][CH2:17][C@H:16]1C(O)=O)(=[O:14])[CH3:13].CC[N:25](C(C)C)C(C)C.CC(=O)OCC.[C:38](#[N:40])[CH3:39]>>[Br:11][C:8]1[CH:9]=[CH:10][C:5]([C:3]2[NH:25][C:38]([C@@H:39]3[CH2:18][CH2:17][CH2:16][N:15]3[C:12](=[O:14])[CH3:13])=[N:40][CH:2]=2)=[CH:6][CH:7]=1. Procedure details: In Ar atmosphere, 2-bromo-1-(4-bromophenyl)ethanone (2 g, 7.2 mmol) was dissolved in acetonitrile (18 ml) under Ar atmosphere, added with (S)-1-acetylpyrrolidine-2-carboxylic acid (1.1 g, 7.2 mmol) and DIPEA (1.4 g, 10.8 mmol) at 0° C., and agitated at a room temperature for 4 hours. The reaction termination was confirmed by TLC (Hex:EA=2:1) and performed by vacuum evaporation to remove the solvent. The concentrated solution was added with ethylacetate (20 mL) and washed with H2O. The aqueous la... Starting materials: C1(=NC=CC2=CC=CC=C12)C(=O)O (isoquinoline-1-carboxylic acid), [H][H] (hydrogen). Reagents/catalysts: [Pt]=O (platinum oxide). Run in C(C)(=O)O (acetic acid). The product is C1(NCCC2=CC=CC=C12)C(=O)O (1,2,3,4-tetrahydroisoquinolin-1-carboxylic acid). Isolated yield 63.0%. As a reaction SMILES: [C:1]1([C:11]([OH:13])=[O:12])[C:10]2[C:5](=[CH:6][CH:7]=[CH:8][CH:9]=2)[CH:4]=[CH:3][N:2]=1.[H][H]>C(O)(=O)C.[Pt]=O>[CH:1]1([C:11]([OH:13])=[O:12])[C:10]2[C:5](=[CH:6][CH:7]=[CH:8][CH:9]=2)[CH2:4][CH2:3][NH:2]1. Procedure: To a solution of isoquinoline-1-carboxylic acid (12.5, 0.072 mole) in 185 ml of glacial acetic acid was added 2 g of platinum oxide and the suspension was hydrogenated at room temperature under 60 psi hydrogen pressure in a Parr hydrogenation apparatus for 24 h. The reaction mixture was filtered though a filter pad (Celite) to remove the catalyst and the filtrate was evaporated to dryness in vacuo. The solid residue was triturated with water, filtered and dried to yield 8 g (63% yield) of DL-1,2... The reactants are [Al+3], BrBr, O=C1CCCc2ccccc21, [Cl-], [Cl-], [Cl-], [Na+], O=C([O-])O. The product is O=C1CCCc2c(Br)cccc21. RXN SMILES: [Al+3:2].[Br:16][Br:17].[C:5]1(=[O:15])[CH2:6][CH2:7][CH2:8][c:9]2[cH:10][cH:11][cH:12][cH:13][c:14]21.[Cl-:1].[Cl-:3].[Cl-:4].[Na+:22].[O-:18][C:19]([OH:20])=[O:21]>>[C:5]1(=[O:15])[CH2:6][CH2:7][CH2:8][c:9]2[c:10]([Br:16])[cH:11][cH:12][cH:13][c:14]21. Yields the product [Cl-].CC1[Te]C2=C([NH2+]1)C=C(C=C2)SC (2-Methyl-5-methylthio-3H-benzotellurazolium Chloride). The solvent is CO (methanol), O (water). Reactants: Cl (hydrochloric acid), Cl[TeH]1(OC(=[NH+]C2=C1C=CC(=C2)SC)C)(Cl)Cl (1,1,1-Trichloro-3-methyl-6-methylthio-2,1,4-benzoxatellurazinium), [BH4-].[Na+] (sodium borohydride), [BH4-].[Na+] (sodium borohydride), [BH4-].[Na+] (Sodium borohydride), [OH-].[Na+] (sodium hydroxide). Reported procedure: 1,1,1-Trichloro-3-methyl-6-methylthio-2,1,4-benzoxatellurazinium, inner salt (Example 10) (20.7 g=0.05 mole) was placed in methanol (200 ml), and sodium hydroxide (4 g=0.1 mole) dissolved in water (10 ml) was added. The material did not completely dissolve. Sodium borohydride was added in portions with stirring under a nitrogen atmosphere. The starting material underwent vivid color changes to orange and then to blue with the addition of each portion of reducing agent. The mass became difficult ... Conditions: time 8 hour. Reaction SMILES: [Cl:1][TeH:2]1(Cl)(Cl)[C:7]2[CH:8]=[CH:9][C:10]([S:12][CH3:13])=[CH:11][C:6]=2[NH+:5]=[C:4]([CH3:14])O1.[OH-].[Na+].[BH4-].[Na+].Cl>CO.O>[Cl-:1].[CH3:14][CH:4]1[NH2+:5][C:6]2[CH:11]=[C:10]([S:12][CH3:13])[CH:9]=[CH:8][C:7]=2[Te:2]1 |f:1.2,3.4,8.9|. The reactants are FC1=C2CN(CC2=CC(=C1)C(F)(F)F)C(C1=CC=CC=C1)(C1=CC=CC=C1)C1=CC=CC=C1 (4-Fluoro-6-trifluoromethyl-2-trityl-2,3-dihydro-1H-isoindole), FC(C(=O)O)(F)F (trifluoroacetic acid). Yields the product FC1=C2CNCC2=CC(=C1)C(F)(F)F (4-Fluoro-6-trifluoromethyl-2,3-dihydro-1H-isoindole). Reaction SMILES: [F:1][C:2]1[CH:10]=[C:9]([C:11]([F:14])([F:13])[F:12])[CH:8]=[C:7]2[C:3]=1[CH2:4][N:5](C(C1C=CC=CC=1)(C1C=CC=CC=1)C1C=CC=CC=1)[CH2:6]2.FC(F)(F)C(O)=O>>[F:1][C:2]1[CH:10]=[C:9]([C:11]([F:14])([F:13])[F:12])[CH:8]=[C:7]2[C:3]=1[CH2:4][NH:5][CH2:6]2. Procedure details: Prepared in analogy to Example A2(c) from 4-Fluoro-6-trifluoromethyl-2-trityl-2,3-dihydro-1H-isoindole and trifluoroacetic acid. Yellow oil. MS (m/e): 206.1 ([M+H+, 100%). The reactants are FC1=C(OC2=C(C=C(C=C2)C(F)(F)F)C=2N(C(=C3C(NC(=CC32)C(=O)NC)=O)C)COCC[Si](C)(C)C)C=CC(=C1)F (1-(2-(2,4-difluorophenoxy)-5-(trifluoromethyl)phenyl)-N,3-dimethyl-4-oxo-2-((2-(trimethylsilyl)ethoxy)methyl)-4,5-dihydro-2H-pyrrolo[3,4-c]pyridine-6-carboxamide), C(=O)(C(F)(F)F)O (TFA), C(C)(=O)[O-].[Na+] (Sodium acetate). Run in ClCCl (dichloromethane). Reaction conditions: time 1 hour. Product: FC1=C(OC2=C(C=C(C=C2)C(F)(F)F)C=2NC(=C3C(NC(=CC32)C(=O)NC)=O)C)C=CC(=C1)F (1-[2-(2,4-difluorophenoxy)-5-(trifluoromethyl)phenyl]-N,3-dimethyl-4-oxo-4,5-dihydro-2H-pyrrolo[3,4-c]pyridine-6-carboxamide). Isolated yield 22.1%. RXN SMILES: [F:1][C:2]1[CH:41]=[C:40]([F:42])[CH:39]=[CH:38][C:3]=1[O:4][C:5]1[CH:10]=[CH:9][C:8]([C:11]([F:14])([F:13])[F:12])=[CH:7][C:6]=1[C:15]1[N:16](COCC[Si](C)(C)C)[C:17]([CH3:29])=[C:18]2[C:23]=1[CH:22]=[C:21]([C:24]([NH:26][CH3:27])=[O:25])[NH:20][C:19]2=[O:28].C(O)(C(F)(F)F)=O.C([O-])(=O)C.[Na+]>ClCCl>[F:1][C:2]1[CH:41]=[C:40]([F:42])[CH:39]=[CH:38][C:3]=1[O:4][C:5]1[CH:10]=[CH:9][C:8]([C:11]([F:14])([F:12])[F:13])=[CH:7][C:6]=1[C:15]1[NH:16][C:17]([CH3:29])=[C:18]2[C:23]=1[CH:22]=[C:21]([C:24]([NH:26][CH3:27])=[O:25])[NH:20][C:19]2=[O:28] |f:2.3|. Procedure: To a solution of Example 34d (0.023 g, 0.038 mmol) in dichloromethane was added TFA (0.5 mL, 6.49 mmol). The reaction mixture was stirred at ambient temperature for 1 hour and then concentrated by rotary evaporation. The residue was concentrated down from toluene (2×), then taken up in methanol/tetrahydrofuran. Sodium acetate (0.124 g, 1.514 mmol) was added, and the reaction mixture was heated at reflux for 2 hours. The reaction mixture was concentrated by rotary evaporation. The residue was par...